From a dataset of the Open Reaction Database (ORD), a public repository of structured organic reaction records. describe an organic reaction: reactants, conditions, products, and yield The reactants are C(CCCCC)C1=CC=C(C(=O)O)C=C1 (para-n-hexyl benzoic acid), S(=O)(Cl)Cl (thionyl chloride). The product is C(CCCCC)C1=CC=C(C(=O)Cl)C=C1 (para-n-hexyl benzoic acid chloride). RXN SMILES: [CH2:1]([C:7]1[CH:15]=[CH:14][C:10]([C:11](O)=[O:12])=[CH:9][CH:8]=1)[CH2:2][CH2:3][CH2:4][CH2:5][CH3:6].S(Cl)([Cl:18])=O>>[CH2:1]([C:7]1[CH:15]=[CH:14][C:10]([C:11]([Cl:18])=[O:12])=[CH:9][CH:8]=1)[CH2:2][CH2:3][CH2:4][CH2:5][CH3:6]. Reported procedure: A solution of 3 g of para-n-hexyl benzoic acid is refluxed in 7 ml of thionyl chloride for 2 hours. The thionyl chloride is eliminated by distillation under atmospheric pressure, followed by the distillation of the acid chloride under reduced pressure and under a dry nitrogen stream. This gives a product with a boiling point of 153° C. under 1.2 mm Hg. The reactants are O=C1CCC(=O)N1Br, O=C(OOC(=O)c1ccccc1)c1ccccc1, O=[N+]([O-])c1ccc(C2CCCCC2)cc1, ClC(Cl)(Cl)Cl. Yields the product O=[N+]([O-])c1ccc(C2(Br)CCCCC2)cc1. RXN SMILES: [Br:16][N:17]1[C:18](=[O:19])[CH2:20][CH2:21][C:22]1=[O:23].[C:24]([O:25][O:26][C:27](=[O:28])[c:29]1[cH:30][cH:31][cH:32][cH:33][cH:34]1)(=[O:35])[c:36]1[cH:37][cH:38][cH:39][cH:40][cH:41]1.[CH:1]1([c:7]2[cH:8][cH:9][c:10]([N+:13](=[O:14])[O-:15])[cH:11][cH:12]2)[CH2:2][CH2:3][CH2:4][CH2:5][CH2:6]1.[Cl:42][C:43]([Cl:44])([Cl:45])[Cl:46]>>[C:1]1([c:7]2[cH:8][cH:9][c:10]([N+:13](=[O:14])[O-:15])[cH:11][cH:12]2)([Br:16])[CH2:2][CH2:3][CH2:4][CH2:5][CH2:6]1.